The task is: describe an organic reaction: reactants, conditions, products, and yield. This data is from the Open Reaction Database (ORD), a public repository of structured organic reaction records. Reactants: Cn1c2cc(Cl)ccc2c2c(CO)nn(-c3ccccc3)c(=O)c21, ClCCl. Product: Cn1c2cc(Cl)ccc2c2c(C=O)nn(-c3ccccc3)c(=O)c21. As a reaction SMILES: [Cl:1][c:2]1[cH:3][cH:4][c:5]2[c:6]3[c:7]([n:8]([CH3:11])[c:9]2[cH:10]1)[c:12](=[O:24])[n:13](-[c:18]1[cH:19][cH:20][cH:21][cH:22][cH:23]1)[n:14][c:15]3[CH2:16][OH:17].[Cl:25][CH2:26][Cl:27]>>[Cl:1][c:2]1[cH:3][cH:4][c:5]2[c:6]3[c:7]([n:8]([CH3:11])[c:9]2[cH:10]1)[c:12](=[O:24])[n:13](-[c:18]1[cH:19][cH:20][cH:21][cH:22][cH:23]1)[n:14][c:15]3[CH:16]=[O:17]. Reactants: CCOC(C)=O, C1CCOC1, CCCCCC, C#CCNC(C)c1ccccc1. Product: CC(N)c1ccccc1. As a reaction SMILES: [C:18]([O:19][CH2:20][CH3:21])(=[O:22])[CH3:23].[CH2:13]1[O:14][CH2:15][CH2:16][CH2:17]1.[CH3:24][CH2:25][CH2:26][CH2:27][CH2:28][CH3:29].[c:1]1([CH:7]([CH3:8])[NH:9][CH2:10][C:11]#[CH:12])[cH:2][cH:3][cH:4][cH:5][cH:6]1>>[c:1]1([CH:7]([CH3:8])[NH2:9])[cH:2][cH:3][cH:4][cH:5][cH:6]1. Starting materials: NC1=C2C(=NC=N1)N(N=C2C2=C(C=C(C=C2)OC2=CC=CC=C2)F)C[C@@H]2N(CCC2)C(/C(=C/C(C)(C)NC(OC(C)(C)C)=O)/C#N)=O ((R,E)-tert-butyl (5-(2-((4-amino-3-(2-fluoro-4-phenoxyphenyl)-1H-pyrazolo[3,4-d]pyrimidin-1-yl)methyl)pyrrolidin-1-yl)-4-cyano-2-methyl-5-oxopent-3-en-2-yl)carbamate), FC(C(=O)O)(F)F (trifluoroacetic acid). Solvent: C(Cl)Cl (DCM). Run at time 3 hour. The product is FC(C(=O)O)(F)F.FC(C(=O)O)(F)F.FC(C(=O)O)(F)F.NC(C=C(C#N)C(=O)N1[C@H](CCC1)CN1N=C(C=2C1=NC=NC2N)C2=C(C=C(C=C2)OC2=CC=CC=C2)F)(C)C ((R)-4-amino-2-(2-((4-amino-3-(2-fluoro-4-phenoxyphenyl)-1H-pyrazolo[3,4-d]pyrimidin-1-yl)methyl)pyrrolidine-1-carbonyl)-4-methylpent-2-enenitrile tris(2,2,2-trifluoroacetate) salt). RXN SMILES: [NH2:1][C:2]1[N:7]=[CH:6][N:5]=[C:4]2[N:8]([CH2:25][C@H:26]3[CH2:30][CH2:29][CH2:28][N:27]3[C:31](=[O:47])/[C:32](/[C:45]#[N:46])=[CH:33]/[C:34]([NH:37]C(=O)OC(C)(C)C)([CH3:36])[CH3:35])[N:9]=[C:10]([C:11]3[CH:16]=[CH:15][C:14]([O:17][C:18]4[CH:23]=[CH:22][CH:21]=[CH:20][CH:19]=4)=[CH:13][C:12]=3[F:24])[C:3]=12.[F:48][C:49]([F:54])([F:53])[C:50]([OH:52])=[O:51]>C(Cl)Cl>[F:48][C:49]([F:54])([F:53])[C:50]([OH:52])=[O:51].[F:48][C:49]([F:54])([F:53])[C:50]([OH:52])=[O:51].[F:48][C:49]([F:54])([F:53])[C:50]([OH:52])=[O:51].[NH2:37][C:34]([CH3:36])([CH3:35])[CH:33]=[C:32]([C:31]([N:27]1[CH2:28][CH2:29][CH2:30][C@@H:26]1[CH2:25][N:8]1[C:4]2=[N:5][CH:6]=[N:7][C:2]([NH2:1])=[C:3]2[C:10]([C:11]2[CH:16]=[CH:15][C:14]([O:17][C:18]3[CH:23]=[CH:22][CH:21]=[CH:20][CH:19]=3)=[CH:13][C:12]=2[F:24])=[N:9]1)=[O:47])[C:45]#[N:46] |f:3.4.5.6|. Reported procedure: To a solution of (R,E)-tert-butyl (5-(2-((4-amino-3-(2-fluoro-4-phenoxyphenyl)-1H-pyrazolo[3,4-d]pyrimidin-1-yl)methyl)pyrrolidin-1-yl)-4-cyano-2-methyl-5-oxopent-3-en-2-yl)carbamate (90 mg, 0.14 mmol, 1 equiv) in 16 mL DCM was added 4 mL trifluoroacetic acid dropwise. The resulting solution was stirred for 3 h at room temperature. The solution was concentrated under reduced pressure. The residue was purified on Prep-HPLC. Conditions: (1#-Pre-HPLC-001(SHIMADZU)): Column, SunFire Prep C18, 19*150... The reactants are N#CCBr, CC(C)(C)OC(=O)N1CCCC(C(O)c2cccc(Cl)c2)C1, [H-], [Na+]. Yields the product CC(C)(C)OC(=O)N1CCCC(C(OCC#N)c2cccc(Cl)c2)C1. Reaction SMILES: [Br:25][CH2:26][C:27]#[N:28].[Cl:1][c:2]1[cH:3][c:4]([CH:8]([CH:9]2[CH2:10][N:11]([C:15](=[O:16])[O:17][C:18]([CH3:19])([CH3:20])[CH3:21])[CH2:12][CH2:13][CH2:14]2)[OH:22])[cH:5][cH:6][cH:7]1.[H-:24].[Na+:23]>>[Cl:1][c:2]1[cH:3][c:4]([CH:8]([CH:9]2[CH2:10][N:11]([C:15](=[O:16])[O:17][C:18]([CH3:19])([CH3:20])[CH3:21])[CH2:12][CH2:13][CH2:14]2)[O:22][CH2:26][C:27]#[N:28])[cH:5][cH:6][cH:7]1. The reactants are C1COCCO1, O=C(N1CCOCC1)N1CC(c2ccc(C(F)(F)F)cc2)CC(c2nc(Cl)no2)C1, OC1COC1. Reaction SMILES: [CH2:36]1[O:37][CH2:38][CH2:39][O:40][CH2:41]1.[Cl:6][c:7]1[n:8][o:9][c:10]([CH:12]2[CH2:13][N:14]([C:28](=[O:29])[N:30]3[CH2:31][CH2:32][O:33][CH2:34][CH2:35]3)[CH2:15][CH:16]([c:18]3[cH:19][cH:20][c:21]([C:24]([F:25])([F:26])[F:27])[cH:22][cH:23]3)[CH2:17]2)[n:11]1.[OH:1][CH:2]1[CH2:3][O:4][CH2:5]1>>[O:1]([CH:2]1[CH2:3][O:4][CH2:5]1)[c:7]1[n:8][o:9][c:10]([CH:12]2[CH2:13][N:14]([C:28](=[O:29])[N:30]3[CH2:31][CH2:32][O:33][CH2:34][CH2:35]3)[CH2:15][CH:16]([c:18]3[cH:19][cH:20][c:21]([C:24]([F:25])([F:26])[F:27])[cH:22][cH:23]3)[CH2:17]2)[n:11]1. Yields the product O=C(N1CCOCC1)N1CC(c2ccc(C(F)(F)F)cc2)CC(c2nc(OC3COC3)no2)C1. Starting materials: [Br-], C[Mg+], COc1ccc(C=O)cc1OC1CCCC1, [Cl-], [NH4+], C1CCOC1. Product: COc1ccc(C(C)O)cc1OC1CCCC1. Reaction SMILES: [Br-:17].[CH3:18][Mg+:19].[CH:1]1([O:6][c:7]2[cH:8][c:9]([CH:10]=[O:11])[cH:12][cH:13][c:14]2[O:15][CH3:16])[CH2:2][CH2:3][CH2:4][CH2:5]1.[Cl-:20].[NH4+:21].[O:22]1[CH2:23][CH2:24][CH2:25][CH2:26]1>>[CH:1]1([O:6][c:7]2[cH:8][c:9]([CH:10]([OH:11])[CH3:18])[cH:12][cH:13][c:14]2[O:15][CH3:16])[CH2:2][CH2:3][CH2:4][CH2:5]1.